This data is from the Open Reaction Database (ORD), a public repository of structured organic reaction records. The task is: describe an organic reaction: reactants, conditions, products, and yield Starting materials: CC1=C(N=C(O1)C1=CC=CC=C1)COC1=CC=C(COC=2C(=NC=CC2)CC#N)C=C1 (2-[3-[4-[(5-methyl-2-phenyl-4-oxazolyl)methoxy]benzyloxy]-2-pyridyl]acetonitrile), O1CCCC1 (tetrahydrofuran), [OH-].[Na+] (sodium hydroxide), Cl (Hydrochloric acid), O (water). Solvent: C(C)O (ethanol). The product is CC1=C(N=C(O1)C1=CC=CC=C1)COC1=CC=C(COC=2C(=NC=CC2)CC(=O)O)C=C1 (2-[3-[4-[(5-methyl-2-phenyl-4-oxazolyl)methoxy]benzyloxy]-2-pyridyl]acetic acid). Yield: 47.0%. RXN SMILES: [CH3:1][C:2]1[O:6][C:5]([C:7]2[CH:12]=[CH:11][CH:10]=[CH:9][CH:8]=2)=[N:4][C:3]=1[CH2:13][O:14][C:15]1[CH:31]=[CH:30][C:18]([CH2:19][O:20][C:21]2[C:22]([CH2:27][C:28]#[N:29])=N[CH:24]=[CH:25][CH:26]=2)=[CH:17][CH:16]=1.O1CCCC1.[OH-:37].[Na+].Cl.[OH2:40]>C(O)C>[CH3:1][C:2]1[O:6][C:5]([C:7]2[CH:8]=[CH:9][CH:10]=[CH:11][CH:12]=2)=[N:4][C:3]=1[CH2:13][O:14][C:15]1[CH:16]=[CH:17][C:18]([CH2:19][O:20][C:21]2[C:26]([CH2:25][C:24]([OH:40])=[O:37])=[N:29][CH:28]=[CH:27][CH:22]=2)=[CH:30][CH:31]=1 |f:2.3|. Procedure details: To a mixture of 2-[3-[4-[(5-methyl-2-phenyl-4-oxazolyl)methoxy]benzyloxy]-2-pyridyl]acetonitrile (0.55 g), tetrahydrofuran (1 mL) and ethanol (4 mL) was added a 2N aqueous sodium hydroxide solution (4 mL) and the mixture was stirred with heating under reflux for 12 hrs. 1N Hydrochloric acid (8 mL) and water were added to the reaction mixture, and the precipitated solid was collected by filtration and dried with air to give crystals (0.35 g, 47%) of 2-[3-[4-[(5-methyl-2-phenyl-4-oxazolyl)methoxy]... The reactants are C(C)OC(CN1N=CC(=C1)C1=CC2=C(C=3N=C(SC3CCO2)C=2N(N=CN2)C(C)C)C=C1)=O ({4-[2-(2-Isopropyl-2H-[1,2,4]triazol-3-yl)-4,5-dihydro-6-oxa-3-thia-1-aza-benzo[e]azulen-8-yl]-pyrazol-1-yl}-acetic acid ethyl ester), [H-].[H-].[H-].[H-].[Li+].[Al+3] (LiAlH4). The solvent is C1CCOC1 (THF). Conditions: time 1 hour. Yields the product C(C)(C)N1N=CN=C1C=1SC=2CCOC3=C(C2N1)C=CC(=C3)C=3C=NN(C3)CCO (2-{4-[2-(2-Isopropyl-2H-[1,2,4]triazol-3-yl)-4,5-dihydro-6-oxa-3-thia-1-aza-benzo[e]azulen-8-yl]-pyrazol-1-yl}-ethanol). The yield is 43.0%. Reaction SMILES: C([O:3][C:4](=O)[CH2:5][N:6]1[CH:10]=[C:9]([C:11]2[CH:32]=[CH:31][C:14]3[C:15]4[N:16]=[C:17]([C:23]5[N:24]([CH:28]([CH3:30])[CH3:29])[N:25]=[CH:26][N:27]=5)[S:18][C:19]=4[CH2:20][CH2:21][O:22][C:13]=3[CH:12]=2)[CH:8]=[N:7]1)C.[H-].[H-].[H-].[H-].[Li+].[Al+3]>C1COCC1>[CH:28]([N:24]1[C:23]([C:17]2[S:18][C:19]3[CH2:20][CH2:21][O:22][C:13]4[CH:12]=[C:11]([C:9]5[CH:8]=[N:7][N:6]([CH2:5][CH2:4][OH:3])[CH:10]=5)[CH:32]=[CH:31][C:14]=4[C:15]=3[N:16]=2)=[N:27][CH:26]=[N:25]1)([CH3:30])[CH3:29] |f:1.2.3.4.5.6|. Reported procedure: A solution of {4-[2-(2-Isopropyl-2H-[1,2,4]triazol-3-yl)-4,5-dihydro-6-oxa-3-thia-1-aza-benzo[e]azulen-8-yl]-pyrazol-1-yl}-acetic acid ethyl ester in THF (200 mL) was cooled to 0° C. and treated dropwise with a solution of 1M LiAlH4 (in THF, 23 mL, 23 mmol, 2.5 eq). After 1 h, LCMS indicated consumption of starting material. A solution of saturated sodium sulfate was added slowly until H2 evolution ceased. ˜30 g of solid magnesium sulfate was added and the whole was stirred for 20 min. Filtratio...